Dataset: the Open Reaction Database (ORD), a public repository of structured organic reaction records. Task: describe an organic reaction: reactants, conditions, products, and yield Starting materials: CC(OC1OCCC(C=O)C1c1ccc(F)cc1)c1cc(C(F)(F)F)cc(C(F)(F)F)c1, CC1(C)OCC2(CCNCC2)C1O. Yields the product CC(OC1OCCC(CN2CCC3(CC2)COC(C)(C)C3O)C1c1ccc(F)cc1)c1cc(C(F)(F)F)cc(C(F)(F)F)c1. Reaction SMILES: [F:1][C:2]([c:3]1[cH:4][c:5]([CH:13]([CH3:14])[O:15][CH:16]2[O:17][CH2:18][CH2:19][CH:20]([CH:29]=[O:30])[CH:21]2[c:22]2[cH:23][cH:24][c:25]([F:28])[cH:26][cH:27]2)[cH:6][c:7]([C:9]([F:10])([F:11])[F:12])[cH:8]1)([F:31])[F:32].[OH:33][CH:34]1[C:35]([CH3:44])([CH3:45])[O:36][CH2:37][C:38]12[CH2:39][CH2:40][NH:41][CH2:42][CH2:43]2>>[F:1][C:2]([c:3]1[cH:4][c:5]([CH:13]([CH3:14])[O:15][CH:16]2[O:17][CH2:18][CH2:19][CH:20]([CH2:29][N:41]3[CH2:40][CH2:39][C:38]4([CH:34]([OH:33])[C:35]([CH3:44])([CH3:45])[O:36][CH2:37]4)[CH2:43][CH2:42]3)[CH:21]2[c:22]2[cH:23][cH:24][c:25]([F:28])[cH:26][cH:27]2)[cH:6][c:7]([C:9]([F:10])([F:11])[F:12])[cH:8]1)([F:31])[F:32]. Reaction conditions: time 12 hour. Reaction SMILES: [CH3:1]O[ClH][NH2:4].[Cl:5][C:6]1[CH:11]=[CH:10][C:9]([N:12]2[CH:16]=[CH:15][C:14]([O:17][C:18]3[CH:23]=[CH:22][CH:21]=[CH:20][C:19]=3[C:24](=O)[C:25]([O:27][CH3:28])=[O:26])=[N:13]2)=[CH:8][CH:7]=1.[CH3:30][OH:31]>>[CH:18]([O:17][CH:14]([CH3:15])[CH3:1])([CH3:19])[CH3:23].[CH3:30][O:31]/[N:4]=[C:24](\[C:19]1[CH:20]=[CH:21][CH:22]=[CH:23][C:18]=1[O:17][C:14]1[CH:15]=[CH:16][N:12]([C:9]2[CH:10]=[CH:11][C:6]([Cl:5])=[CH:7][CH:8]=2)[N:13]=1)/[C:25]([O:27][CH3:28])=[O:26]. Starting materials: O-methylhydroxyl-amino hydrochloride, ClC1=CC=C(C=C1)N1N=C(C=C1)OC1=C(C=CC=C1)C(C(=O)OC)=O (Methyl 2-[1-(4-chlorophenyl)-3-pyrazolyloxy]phenylglyoxalate), CO (methanol). Yields the product C(C)(C)OC(C)C (diisopropyl ether), CO\N=C(\C(=O)OC)/C1=C(C=CC=C1)OC1=NN(C=C1)C1=CC=C(C=C1)Cl (Methyl E-2-methoxyimino-2-(2-[1-(4-chlorophenyl)-3-pyrazolyloxy]-phenyl)acetate). Procedure: Approximately 30 ml of methanol and 2.88 g of O-methylhydroxyl-amino hydrochloride were added to the second half of the dimethyl sulfoxide solution of Example 1. The mixture was stirred for a further 12 hours at room temperature, and the batch was worked up as described for Example 1. The dried methyl tert-butyl ether phase was filtered through silica gel. After evaporation of the residue on a rotary evaporator, there remained 3.2 g of crude product. To concentrate the desired E isomer, the crud... As a reaction SMILES: [CH2:1]([c:2]1[cH:3][cH:4][cH:5][cH:6][cH:7]1)[O:8][C:9](=[O:10])[NH:11][CH2:12][CH2:13][CH2:14][OH:15].[CH3:47][CH2:48][O:49][C:50](=[O:51])[CH3:52].[O:53]1[CH2:54][CH2:55][CH2:56][CH2:57]1.[OH:16][N:17]1[C:18](=[O:27])[c:19]2[c:20]([cH:23][cH:24][cH:25][cH:26]2)[C:21]1=[O:22].[c:28]1([P:29]([c:30]2[cH:31][cH:32][cH:33][cH:34][cH:35]2)[c:36]2[cH:37][cH:38][cH:39][cH:40][cH:41]2)[cH:42][cH:43][cH:44][cH:45][cH:46]1>>[CH2:1]([c:2]1[cH:3][cH:4][cH:5][cH:6][cH:7]1)[O:8][C:9](=[O:10])[NH:11][CH2:12][CH2:13][CH2:14][O:15][N:17]1[C:18](=[O:27])[c:19]2[c:20]([cH:23][cH:24][cH:25][cH:26]2)[C:21]1=[O:22]. Product: O=C(NCCCON1C(=O)c2ccccc2C1=O)OCc1ccccc1. Starting materials: O=C(NCCCO)OCc1ccccc1, CCOC(C)=O, C1CCOC1, O=C1c2ccccc2C(=O)N1O, c1ccc(P(c2ccccc2)c2ccccc2)cc1. Reactants: O=C([O-])[O-], CC#N, NCC1CC1, N#Cc1ccc(F)cc1C(F)(F)F, [K+], [K+]. The product is N#Cc1ccc(NCC2CC2)cc1C(F)(F)F. Reaction SMILES: [C:19](=[O:20])([O-:21])[O-:22].[CH3:25][C:26]#[N:27].[CH:14]1([CH2:17][NH2:18])[CH2:15][CH2:16]1.[F:1][c:2]1[cH:3][c:4]([C:10]([F:11])([F:12])[F:13])[c:5]([C:6]#[N:7])[cH:8][cH:9]1.[K+:23].[K+:24]>>[c:2]1([NH:18][CH2:17][CH:14]2[CH2:15][CH2:16]2)[cH:3][c:4]([C:10]([F:11])([F:12])[F:13])[c:5]([C:6]#[N:7])[cH:8][cH:9]1.